From a dataset of the Open Reaction Database (ORD), a public repository of structured organic reaction records. describe an organic reaction: reactants, conditions, products, and yield Reactants: ClCCBr, CS(C)=O, Clc1ccc(N2CCNCC2)cc1Cl, [Na+], [OH-], O. The product is ClCCN1CCN(c2ccc(Cl)c(Cl)c2)CC1. Reaction SMILES: [Br:17][CH2:18][CH2:19][Cl:20].[CH3:22][S:23]([CH3:24])=[O:25].[Cl:1][c:2]1[cH:3][c:4]([N:9]2[CH2:10][CH2:11][NH:12][CH2:13][CH2:14]2)[cH:5][cH:6][c:7]1[Cl:8].[Na+:16].[OH-:15].[OH2:21]>>[Cl:1][c:2]1[cH:3][c:4]([N:9]2[CH2:10][CH2:11][N:12]([CH2:18][CH2:19][Cl:20])[CH2:13][CH2:14]2)[cH:5][cH:6][c:7]1[Cl:8]. Starting materials: ClC1=C(C=CC=C1)C1=C2CNC(N(C2=CC(=C1)C=C1CCN(CC1)C(=O)OC(C)(C)C)C1=C(C=CC=C1Cl)Cl)=O (tert-butyl 4-{[5-(2-chlorophenyl)-1-(2,6-dichlorophenyl)-2-oxo-1,2,3,4-tetrahydroquinazolin-7-yl]methylene}piperidine-1-carboxylate). Reagents/catalysts: O.[Pt](=O)=O (platinum (IV) oxide hydrate). Solvent: C(C)(=O)OCC (ethyl acetate). Run at time 1 hour. Yields the product ClC1=C(C=CC=C1)C1=C2CNC(N(C2=CC(=C1)CC1CCN(CC1)C(=O)OC(C)(C)C)C1=C(C=CC=C1Cl)Cl)=O (tert-butyl 4-{[5-(2-chlorophenyl)-1-(2,6-dichlorophenyl)-2-oxo-1,2,3,4-tetrahydroquinazolin-7-yl]methyl}piperidine-1-carboxylate). RXN SMILES: [Cl:1][C:2]1[CH:7]=[CH:6][CH:5]=[CH:4][C:3]=1[C:8]1[CH:17]=[C:16]([CH:18]=[C:19]2[CH2:24][CH2:23][N:22]([C:25]([O:27][C:28]([CH3:31])([CH3:30])[CH3:29])=[O:26])[CH2:21][CH2:20]2)[CH:15]=[C:14]2[C:9]=1[CH2:10][NH:11][C:12](=[O:40])[N:13]2[C:32]1[C:37]([Cl:38])=[CH:36][CH:35]=[CH:34][C:33]=1[Cl:39]>C(OCC)(=O)C.O.[Pt](=O)=O>[Cl:1][C:2]1[CH:7]=[CH:6][CH:5]=[CH:4][C:3]=1[C:8]1[CH:17]=[C:16]([CH2:18][CH:19]2[CH2:24][CH2:23][N:22]([C:25]([O:27][C:28]([CH3:30])([CH3:31])[CH3:29])=[O:26])[CH2:21][CH2:20]2)[CH:15]=[C:14]2[C:9]=1[CH2:10][NH:11][C:12](=[O:40])[N:13]2[C:32]1[C:33]([Cl:39])=[CH:34][CH:35]=[CH:36][C:37]=1[Cl:38] |f:2.3|. Procedure details: A solution of tert-butyl 4-{[5-(2-chlorophenyl)-1-(2,6-dichlorophenyl)-2-oxo-1,2,3,4-tetrahydroquinazolin-7-yl]methylene}piperidine-1-carboxylate (EXAMPLE AAA18, STEP C, 150 mg, 0.25 mmol) in ethyl acetate (4 mL) was purged and filled with nitrogen. To this was added platinum (IV) oxide hydrate (30 mg, 20% weight). The mixture was evacuated and filled with hydrogen via balloon. Then the reaction was stirred at rt under hydrogen for 1 h, filtered through celite and rinsed with ethyl acetate and m...